Dataset: the Open Reaction Database (ORD), a public repository of structured organic reaction records. Task: describe an organic reaction: reactants, conditions, products, and yield The reactants are C12CCCC(CCC1)C2C2=CC=C(OC[C@@H]1CN=C(O1)N)C=C2 ((S)-5-(4-bicyclo[3.3.1]non-9-yl-phenoxymethyl)-4,5-dihydro-oxazol-2-ylamine), C(C)OC(C#CC1CCCC1)=O (cyclopentyl-propynoic acid ethyl ester). Solvent: C(Cl)(Cl)Cl (CHCl3). Yields the product C12CCCC(CCC1)C2C2=CC=C(OC[C@@H]1CN3C(=NC(C=C3C3CCCC3)=O)O1)C=C2 ((S)-2-(4-Bicyclo[3.3.1]non-9-yl-phenoxymethyl)-5-cyclopentyl-2,3-dihydro-oxazolo[3,2-a]pyrimidin-7one). Reaction SMILES: [CH:1]12[CH:9]([C:10]3[CH:23]=[CH:22][C:13]([O:14][CH2:15][C@H:16]4[O:20][C:19]([NH2:21])=[N:18][CH2:17]4)=[CH:12][CH:11]=3)[CH:5]([CH2:6][CH2:7][CH2:8]1)[CH2:4][CH2:3][CH2:2]2.C([O:26][C:27](=O)[C:28]#[C:29][CH:30]1[CH2:34][CH2:33][CH2:32][CH2:31]1)C>C(Cl)(Cl)Cl>[CH:1]12[CH:9]([C:10]3[CH:23]=[CH:22][C:13]([O:14][CH2:15][C@H:16]4[O:20][C:19]5=[N:21][C:27](=[O:26])[CH:28]=[C:29]([CH:30]6[CH2:34][CH2:33][CH2:32][CH2:31]6)[N:18]5[CH2:17]4)=[CH:12][CH:11]=3)[CH:5]([CH2:4][CH2:3][CH2:2]1)[CH2:6][CH2:7][CH2:8]2. Procedure details: The title compound was prepared from (S)-5-(4-bicyclo[3.3.1]non-9-yl-phenoxymethyl)-4,5-dihydro-oxazol-2-ylamine (see Example 20) and cyclopentyl-propynoic acid ethyl ester (see Example 102) employing the procedure described in Example 95. [α]D25 −4.80 (c 0.5, CHCl3). Starting materials: ClC=1C(=CC(=NC1)N[C@@H]1CC[C@H](CC1)CNC(OC(C)(C)C)=O)C1=NC(=CC=C1)F (tert-butyl (trans-4-(5′-chloro-6-fluoro-2,4′-bipyridin-2′-yl-amino)cyclohexyl)methylcarbamate), Cl (HCl), O1CCOCC1 (Dioxane). Reaction conditions: time 1 hour. The product is NC[C@@H]1CC[C@H](CC1)NC1=NC=C(C(=C1)C1=NC(=CC=C1)F)Cl (N-(trans-4-(aminomethyl)cyclohexyl)-5′-chloro-6-fluoro-2,4′-bipyridin-2′-amine). Yield: 111.5%. RXN SMILES: [Cl:1][C:2]1[C:3]([C:24]2[CH:29]=[CH:28][CH:27]=[C:26]([F:30])[N:25]=2)=[CH:4][C:5]([NH:8][C@H:9]2[CH2:14][CH2:13][C@H:12]([CH2:15][NH:16]C(=O)OC(C)(C)C)[CH2:11][CH2:10]2)=[N:6][CH:7]=1.Cl.O1CCOCC1>>[NH2:16][CH2:15][C@H:12]1[CH2:11][CH2:10][C@H:9]([NH:8][C:5]2[CH:4]=[C:3]([C:24]3[CH:29]=[CH:28][CH:27]=[C:26]([F:30])[N:25]=3)[C:2]([Cl:1])=[CH:7][N:6]=2)[CH2:14][CH2:13]1. Reported procedure: A mixture of tert-butyl (trans-4-(5′-chloro-6-fluoro-2,4′-bipyridin-2′-yl-amino)cyclohexyl)methylcarbamate (390 mg, 0.897 mmol), 4M HCl in Dioxane (5604 μl, 22.42 mmol) reaction mixture was stirred at ambient temperature for 1 hr. The crude reaction mixture mixture was concentrated, and then dried under high vacuum to a constant mass giving 335 mg of the title compound as a HCL salt. LCMS (m/z): 335.1 (MH+), retention time=0.51 min. Starting materials: C(C)(=O)OC(C)=O (acetic anhydride), NC1=NC=C(C=C1N)[N+](=O)[O-] (2,3-diamino-5-nitropyridine). Solvent: C(C)(=O)O (acetic acid). Run at time 15 minute. Yields the product CC1=NC=2C(=NC=C(C2)[N+](=O)[O-])N1 (2-Methyl-6-nitro-3H-imidazo[4,5-b]pyridine). Yield: 23.1%. RXN SMILES: [C:1](OC(=O)C)(=O)[CH3:2].[NH2:8][C:9]1[C:14]([NH2:15])=[CH:13][C:12]([N+:16]([O-:18])=[O:17])=[CH:11][N:10]=1>C(O)(=O)C>[CH3:1][C:2]1[NH:8][C:9]2=[N:10][CH:11]=[C:12]([N+:16]([O-:18])=[O:17])[CH:13]=[C:14]2[N:15]=1. Procedure: 2.3 mL (24.33 mol) of acetic anhydride are added to a solution, stirred at 15° C., of 1.5 g (9.73 mmol) of 2,3-diamino-5-nitropyridine in 15 mL of acetic acid. After stirring for 15 minutes at room temperature, the mixture is heated at 110° C. for 2 hours and then at 140° C. for 7 hours. The resulting mixture is concentrated under reduced pressure and taken up in 100 mL of water. A precipitate is collected by filtration. After purification by chromatography on a column of silica, 0.4 g of the ex... Reactants: BrC(Br)(Br)Br, ClCCl, CC(C)(C)CC1CC(C=O)C1, Cc1ccccc1, [Na+], [Na+], O=C([O-])[O-], c1ccc(P(c2ccccc2)c2ccccc2)cc1. Product: CC(C)(C)CC1CC(C=C(Br)Br)C1. As a reaction SMILES: [C:1]([Br:2])([Br:3])([Br:4])[Br:5].[CH2:42]([Cl:43])[Cl:44].[CH3:25][C:26]([CH2:27][CH:28]1[CH2:29][CH:30]([CH:32]=[O:33])[CH2:31]1)([CH3:34])[CH3:35].[CH3:45][c:46]1[cH:47][cH:48][cH:49][cH:50][cH:51]1.[Na+:36].[Na+:37].[O-:38][C:39](=[O:40])[O-:41].[c:6]1([P:7]([c:8]2[cH:9][cH:10][cH:11][cH:12][cH:13]2)[c:14]2[cH:15][cH:16][cH:17][cH:18][cH:19]2)[cH:20][cH:21][cH:22][cH:23][cH:24]1>>[C:1]([Br:2])([Br:5])=[CH:32][CH:30]1[CH2:29][CH:28]([CH2:27][C:26]([CH3:25])([CH3:34])[CH3:35])[CH2:31]1. Reactants: BrC=1C=C(C(=O)O)C=C(C1)C(F)(F)F (3-bromo-5-(trifluoromethyl)benzoic acid), CCOCC (Et2O), CCOCC (Et2O). Conditions: time 10 minute. The product is BrC=1C=C(C(=O)OC)C=C(C1)C(F)(F)F (Methyl 3-bromo-5-(trifluoromethyl)benzoate). RXN SMILES: [Br:1][C:2]1[CH:3]=[C:4]([CH:8]=[C:9]([C:11]([F:14])([F:13])[F:12])[CH:10]=1)[C:5]([OH:7])=[O:6].[CH3:15]COCC>>[Br:1][C:2]1[CH:3]=[C:4]([CH:8]=[C:9]([C:11]([F:12])([F:13])[F:14])[CH:10]=1)[C:5]([O:7][CH3:15])=[O:6]. Procedure details: To a solution of 3-bromo-5-(trifluoromethyl)benzoic acid (3.00 g, 11.2 mmol) in Et2O (50 mL) was added a solution of CH2N2 in Et2O (2M, 50 mL, 100 mmol) at rt and the mixture was stirred for 10 min, concentrated and purified by CC (PE/EA=10/1) to give compound P42a (2.51 g, 80%) as a colorless oil. Reactants: CI, CN(C)C=O, [H-], [Na+], O, O=C(NCc1cccnc1)C(F)(F)F. The product is CN(Cc1cccnc1)C(=O)C(F)(F)F. As a reaction SMILES: [CH3:17][I:18].[CH3:20][N:21]([CH3:22])[CH:23]=[O:24].[H-:15].[Na+:16].[OH2:19].[n:1]1[cH:2][c:3]([CH2:7][NH:8][C:9]([C:10]([F:11])([F:12])[F:13])=[O:14])[cH:4][cH:5][cH:6]1>>[n:1]1[cH:2][c:3]([CH2:7][N:8]([C:9]([C:10]([F:11])([F:12])[F:13])=[O:14])[CH3:17])[cH:4][cH:5][cH:6]1. The reactants are C1(=CC=CC=C1)S(=O)(=O)Cl (Benzenesulfonyl chloride), N1=CC=CC=C1 (pyridine), N1=CN=CC(=C1)C1=CC(=CC=2C=COC21)N (7-pyrimidin-5-yl-1-benzofuran-5-amine), N1=CN=CC(=C1)C1=CC(=CC=2C=COC21)N (7-pyrimidin-5-yl-1-benzofuran-5-amine). Solvent: ClCCl (dichloromethane). Conditions: time 1 hour. The product is Cl.N1=CN=CC(=C1)C1=CC(=CC=2C=COC21)NS(=O)(=O)C2=CC=CC=C2 (N-(7-Pyrimidin-5-yl-1-benzofuran-5-yl)benzenesulfonamide hydrochloride). As a reaction SMILES: [C:1]1([S:7]([Cl:10])(=[O:9])=[O:8])[CH:6]=[CH:5][CH:4]=[CH:3][CH:2]=1.N1C=CC=CC=1.[N:17]1[CH:22]=[C:21]([C:23]2[C:31]3[O:30][CH:29]=[CH:28][C:27]=3[CH:26]=[C:25]([NH2:32])[CH:24]=2)[CH:20]=[N:19][CH:18]=1>ClCCl>[ClH:10].[N:17]1[CH:22]=[C:21]([C:23]2[C:31]3[O:30][CH:29]=[CH:28][C:27]=3[CH:26]=[C:25]([NH:32][S:7]([C:1]3[CH:6]=[CH:5][CH:4]=[CH:3][CH:2]=3)(=[O:9])=[O:8])[CH:24]=2)[CH:20]=[N:19][CH:18]=1 |f:4.5|. Procedure: Benzenesulfonyl chloride (0.093 g, 0.524 mmol) and pyridine (347 μL, 430 mmol) were added to 7-pyrimidin-5-yl-1-benzofuran-5-amine (0.100 g, 0.473 mmol; Intermediate 18) in dichloromethane (2 mL). The mixture was shaken at room temperature for 1 h and the solvent was removed. The crude product was purified by preparative HPLC using acetonitrile-water gradients containing 0.1% trifluoroacetic acid and then converted into the hydrochloride salt by treatment with 2 M HCL in diethyl ether. This gave... Starting materials: N(=[N+]=[N-])[Sn](C)(C)C (Azidotrimethyltin), C1(=CC=CC=C1)C1(C2CCC(C1)C2)C2=C(C#N)C=CC(=C2)OCC2=NC1=CC=CC=C1C=C2 ((±)-2-(2-phenylbicyclo[2.2.1]hept-2-yl)-4-(quinolin-2-ylmethoxy)benzonitrile). Run in C1(=CC=CC=C1)C (toluene). Reaction conditions: temperature 140 celsius, time 72 hour. Product: C1(=CC=CC=C1)C1(C2CCC(C1)C2)C=2C=C(OCC1=NC3=CC=CC=C3C=C1)C=CC2C2=NN=NN2 ((±)-2-{[3-(2-phenylbicyclo[2.2.1]hept-2-yl)-4-(1H-tetrazol-5-yl)phenoxy]methyl}quinoline). As a reaction SMILES: [N:1]([Sn](C)(C)C)=[N+:2]=[N-:3].[C:8]1([C:14]2([C:21]3[CH:28]=[C:27]([O:29][CH2:30][C:31]4[CH:40]=[CH:39][C:38]5[C:33](=[CH:34][CH:35]=[CH:36][CH:37]=5)[N:32]=4)[CH:26]=[CH:25][C:22]=3[C:23]#[N:24])[CH2:19][CH:18]3[CH2:20][CH:15]2[CH2:16][CH2:17]3)[CH:13]=[CH:12][CH:11]=[CH:10][CH:9]=1>C1(C)C=CC=CC=1>[C:8]1([C:14]2([C:21]3[CH:28]=[C:27]([CH:26]=[CH:25][C:22]=3[C:23]3[NH:24][N:3]=[N:2][N:1]=3)[O:29][CH2:30][C:31]3[CH:40]=[CH:39][C:38]4[C:33](=[CH:34][CH:35]=[CH:36][CH:37]=4)[N:32]=3)[CH2:19][CH:18]3[CH2:20][CH:15]2[CH2:16][CH2:17]3)[CH:9]=[CH:10][CH:11]=[CH:12][CH:13]=1. Reported procedure: Azidotrimethyltin (82.0 mg, 0.40 mmol) was added to a stirred solution of 6a (40.0 mg, 0.09 mmol) in toluene (0.6 mL) at room temperature and the resulting mixture heated to 140° C. After 72 h, the reaction mixture was cooled to room temperature, and the volatiles were removed in vacuo. The residue was taken up in cold hydrogen chloride/MeOH (1 mL; saturated solution) and stirred for 20 min at room temperature. The reaction mixture was concentrated in vacuo, and the crude residue was purified by... The reactants are NCC(C)O (1-amino-2-propanol), ClC1=CC=C(C=C1)CCCl (1-Chloro-4-(2-chloroethyl)benzene), ClC1=CC=CC=C1 (Chlorobenzene). Run in O (water). Run at temperature 85 celsius, time 3 hour. Product: ClC1=CC=C(CCNCC(C)O)C=C1 (1-(4-Chlorophenethylamino)propan-2-ol). As a reaction SMILES: [NH2:1][CH2:2][CH:3]([OH:5])[CH3:4].[Cl:6][C:7]1[CH:12]=[CH:11][C:10]([CH2:13][CH2:14]Cl)=[CH:9][CH:8]=1.ClC1C=CC=CC=1>O>[Cl:6][C:7]1[CH:12]=[CH:11][C:10]([CH2:13][CH2:14][NH:1][CH2:2][CH:3]([OH:5])[CH3:4])=[CH:9][CH:8]=1. Reported procedure: Into a 250-mL round-bottom flask equipped with a magnetic stir bar, a thermocouple, a condenser, and a nitrogen bubbler, was charged 1-amino-2-propanol (54.1 g, 720 mmol). The reactor contents were heated in an oil bath to an internal temperature of 85° C. 1-Chloro-4-(2-chloroethyl)benzene (25.218 g, 144 mmol) was slowly charged via addition funnel, while maintaining the internal temperature at <100° C. On completion of the addition, stirring was continued at an internal temperature between 90° ...